Dataset: the Open Reaction Database (ORD), a public repository of structured organic reaction records. Task: describe an organic reaction: reactants, conditions, products, and yield The reactants are COC1=C(C(=O)N[C@@H]2CN3CCC2CC3)C=CC=C1 ((S)-2-methoxy-N-(quinuclidin-3-yl)benzamide), FC(C=1C=CC(=NC1)C(=O)O)(F)F (5-(trifluoromethyl)picolinic acid). Yields the product N12C[C@H](C(CC1)CC2)NC(=O)C2=NC=C(C=C2)C(F)(F)F ((S)—N-(quinuclidin-3-yl)-5-(trifluoromethyl)pyridine-2-carboxamide). RXN SMILES: COC1C=CC=CC=1C([NH:7][C@H:8]1[CH:13]2[CH2:14][CH2:15][N:10]([CH2:11][CH2:12]2)[CH2:9]1)=O.[F:20][C:21]([F:32])([F:31])[C:22]1[CH:23]=[CH:24][C:25]([C:28]([OH:30])=O)=[N:26][CH:27]=1>>[N:10]12[CH2:15][CH2:14][CH:13]([CH2:12][CH2:11]1)[C@H:8]([NH:7][C:28]([C:25]1[CH:24]=[CH:23][C:22]([C:21]([F:20])([F:32])[F:31])=[CH:27][N:26]=1)=[O:30])[CH2:9]2. Procedure: Title compound was synthesized according to the procedure used in the synthesis of Compound 19S, using 5-(trifluoromethyl)picolinic acid in place of o-methoxybenzoic acid. 1H NMR (400 MHz, CDCl3) δ (ppm): 9.06 (s, 1H), 8.30 (dd, J=8 Hz, 1H), 7.79 (d, J=8 Hz, 1H), 6.42 (s, 1H), 4.19 (m, 1H), 3.47 (dd, J=16 Hz, 1H), 2.92-2.85 (m, 4H), 2.64 (ddd, J=16 Hz, 1H), 2.08 (m, 1H), 1.74 (m, 3H), 1.58 (m, 1H). C14H16F3N3O=299.12 LCMS (M+H): m/z 300 Reactants: C(C1=CC=NC=C1)(=O)O (isonicotinic acid), C(=O)(N1C=NC=C1)N1C=NC=C1 (1,1′-carbonyldiimidazole), NC=1C(=NC(=NC1)Cl)O (5-amino-2-chloro-pyrimidin-4-ol). The solvent is CN(C)C=O (DMF). Run at time 12 hour. The product is ClC1=NC=C(C(=N1)O)NC(C1=CC=NC=C1)=O (N-(2-chloro-4-hydroxy-pyrimidin-5-yl)-isonicotinamide). RXN SMILES: [C:1]([OH:9])(=O)[C:2]1[CH:7]=[CH:6][N:5]=[CH:4][CH:3]=1.C(N1C=CN=C1)(N1C=CN=C1)=O.[NH2:22][C:23]1[C:24]([OH:30])=[N:25][C:26]([Cl:29])=[N:27][CH:28]=1>CN(C=O)C>[Cl:29][C:26]1[N:25]=[C:24]([OH:30])[C:23]([NH:22][C:1](=[O:9])[C:2]2[CH:3]=[CH:4][N:5]=[CH:6][CH:7]=2)=[CH:28][N:27]=1. Procedure details: 5.88 g (47.7 mmol) isonicotinic acid and 7.74 g (47.7 mmol) 1,1′-carbonyldiimidazole in 30 mL DMF are stirred for 30 min at 45° C. prior to addition of 8.0 g (47.7 mmol) of 5-amino-2-chloro-pyrimidin-4-ol. The mixture is stirred for 12 h at rt, concentrated and purified by HPLC (reversed phase, water (+0.1% TFA)/MeOH) to yield N-(2-chloro-4-hydroxy-pyrimidin-5-yl)-isonicotinamide. The reactants are BrC1=CC=C(C=C1)C(O)C=1N=CN(C1)C(C1=CC=CC=C1)(C1=CC=CC=C1)C1=CC=CC=C1 ((4-bromophenyl)(1-trityl-1H-imidazol-4-yl)methanol). The reagents and catalysts are [O-2].[O-2].[Mn+4] (manganese dioxide). Yields the product BrC1=CC=C(C=C1)C(=O)C=1N=CN(C1)C(C1=CC=CC=C1)(C1=CC=CC=C1)C1=CC=CC=C1 ((4-bromophenyl) (1-trityl-1H-imidazol-4-yl)methanone). The yield is 78.0%. As a reaction SMILES: [Br:1][C:2]1[CH:7]=[CH:6][C:5]([CH:8]([C:10]2[N:11]=[CH:12][N:13]([C:15]([C:28]3[CH:33]=[CH:32][CH:31]=[CH:30][CH:29]=3)([C:22]3[CH:27]=[CH:26][CH:25]=[CH:24][CH:23]=3)[C:16]3[CH:21]=[CH:20][CH:19]=[CH:18][CH:17]=3)[CH:14]=2)[OH:9])=[CH:4][CH:3]=1>[O-2].[O-2].[Mn+4]>[Br:1][C:2]1[CH:3]=[CH:4][C:5]([C:8]([C:10]2[N:11]=[CH:12][N:13]([C:15]([C:28]3[CH:29]=[CH:30][CH:31]=[CH:32][CH:33]=3)([C:22]3[CH:23]=[CH:24][CH:25]=[CH:26][CH:27]=3)[C:16]3[CH:21]=[CH:20][CH:19]=[CH:18][CH:17]=3)[CH:14]=2)=[O:9])=[CH:6][CH:7]=1 |f:1.2.3|. Procedure: By the reaction in the same manner as in Example 24-(iii) using (4-bromophenyl)(1-trityl-1H-imidazol-4-yl)methanol (30.0 g) and manganese dioxide (52.6 g), the title compound (23.3 g) was obtained as colorless powder crystals. Starting materials: CC(Cl)c1cccnc1, OC%16CN(C(C)(C)C)C%16. Reagents/catalysts: O=C([O-])[O-].[Cs+].[Cs+] (cesium carbonate), [I-].[K+] (potassium iodide). Run in CN(C)C=O (DMF), CN(C)C=O (dmf), CN(C)C=O (DMF). Reaction conditions: temperature 70 celsius, time 16 hour. The product is CC(C)(C)N(C%23)CC%23OC(C)C%24=CC=CN=C%24. Starting materials: COC(=O)N=C=O (methoxycarbonyl isocyanate), NC=1SC2=C(N1)C=CC=C2 (2-aminobenzothiazole). Solvent: C(Cl)Cl (methylene chloride). Run at time 12 hour. The product is S1C(=NC2=C1C=CC=C2)NC(NC(=O)OC)=O (methyl 4-(benzothiazol-2-yl)allophanate). The yield is 40.0%. Reaction SMILES: [CH3:1][O:2][C:3]([N:5]=[C:6]=[O:7])=[O:4].[NH2:8][C:9]1[S:10][C:11]2[CH:17]=[CH:16][CH:15]=[CH:14][C:12]=2[N:13]=1>C(Cl)Cl>[S:10]1[C:11]2[CH:17]=[CH:16][CH:15]=[CH:14][C:12]=2[N:13]=[C:9]1[NH:8][C:6](=[O:7])[NH:5][C:3]([O:2][CH3:1])=[O:4]. Procedure: Three and one half parts by weight of methoxycarbonyl isocyanate was added gradually with stirring to a solution at room temperature of 41/2 parts by weight of 2-aminobenzothiazole dissolved in 150 parts by weight of methylene chloride. After stirring the reaction mixture at room temperature for 12 hours, the product was isolated by filtration giving a 40% yield of essentially pure methyl 4-(benzothiazol-2-yl)allophanate having a melting point of 338°-340° C with decomposition. Reactants: CS(=O)(=O)Cl, N#Cc1ccc(N(CCOc2ccc(N)cc2)CC(F)(F)F)cc1C(F)(F)F, c1ccncc1. Yields the product CS(=O)(=O)Nc1ccc(OCCN(CC(F)(F)F)c2ccc(C#N)c(C(F)(F)F)c2)cc1. RXN SMILES: [CH3:29][S:30]([Cl:31])(=[O:32])=[O:33].[NH2:1][c:2]1[cH:3][cH:4][c:5]([O:8][CH2:9][CH2:10][N:11]([c:12]2[cH:13][c:14]([C:20]([F:21])([F:22])[F:23])[c:15]([C:16]#[N:17])[cH:18][cH:19]2)[CH2:24][C:25]([F:26])([F:27])[F:28])[cH:6][cH:7]1.[cH:34]1[cH:35][cH:36][n:37][cH:38][cH:39]1>>[NH:1]([c:2]1[cH:3][cH:4][c:5]([O:8][CH2:9][CH2:10][N:11]([c:12]2[cH:13][c:14]([C:20]([F:21])([F:22])[F:23])[c:15]([C:16]#[N:17])[cH:18][cH:19]2)[CH2:24][C:25]([F:26])([F:27])[F:28])[cH:6][cH:7]1)[S:30]([CH3:29])(=[O:32])=[O:33]. Reactants: COC1=CC=C(CC(N)C(=O)O)C=C1 (O-Methyl-DL-tyrosine), [OH-].[Na+] (sodium hydroxide), [OH-].[Na+] (sodium hydroxide), C(C)(=O)OC(C)=O (Acetic anhydride). The solvent is O (water). Product: C(C)(=O)NC(CC1=CC=C(C=C1)OC)C(=O)O (N-Acetyl-O-methyl-DL-tyrosine). As a reaction SMILES: [CH3:1][O:2][C:3]1[CH:14]=[CH:13][C:6]([CH2:7][CH:8]([C:10]([OH:12])=[O:11])[NH2:9])=[CH:5][CH:4]=1.[OH-].[Na+].[C:17](OC(=O)C)(=[O:19])[CH3:18]>O>[C:17]([NH:9][CH:8]([C:10]([OH:12])=[O:11])[CH2:7][C:6]1[CH:5]=[CH:4][C:3]([O:2][CH3:1])=[CH:14][CH:13]=1)(=[O:19])[CH3:18] |f:1.2|. Procedure: O-Methyl-DL-tyrosine, 114 g., is dissolved in 500 ml. of a solution of 46 g. of sodium hydroxide in water with cooling. Acetic anhydride, 80 ml., and 50% sodium hydroxide to maintain pH 9-11 are added with continued cooling. The reaction is stirred for twenty minutes at pH 11 and is then acidified to pH 1 with continued cooling. The precipitated solid is collected by filtration, washed with a small amount of water and dried to give the above named compound, mp. 144°-146° C.